Dataset: the Open Reaction Database (ORD), a public repository of structured organic reaction records. Task: describe an organic reaction: reactants, conditions, products, and yield Reactants: C(C)(C)[Mg]Cl (i-Propylmagnesium chloride), IC1=C(C=CC(=C1)C(F)(F)F)CC (2-iodo-1-ethyl-4-(trifluoromethyl)benzene), Cl (HCl), COB(OC)OC (trimethylborate). The solvent is C1CCOC1 (THF). Conditions: time 30 minute. Yields the product C(C)C1=C(C=C(C=C1)C(F)(F)F)B(O)O ([2-Ethyl-5-(trifluoromethyl)phenyl]boronic acid). RXN SMILES: C([Mg]Cl)(C)C.I[C:7]1[CH:12]=[C:11]([C:13]([F:16])([F:15])[F:14])[CH:10]=[CH:9][C:8]=1[CH2:17][CH3:18].C[O:20][B:21](OC)[O:22]C.Cl>C1COCC1>[CH2:17]([C:8]1[CH:9]=[CH:10][C:11]([C:13]([F:16])([F:15])[F:14])=[CH:12][C:7]=1[B:21]([OH:22])[OH:20])[CH3:18]. Reported procedure: i-Propylmagnesium chloride (2M sol. in THF, 5.81 mL, 11.6 mmol) was added drop wise to a cooled (−30° C.) solution of 2-iodo-1-ethyl-4-(trifluoromethyl)benzene (3.48 g, 11.6 mmol) in dry THF (30 mL) and the reaction mixture was stirred at the same temperature for 30 min, under argon. After this time, trimethylborate (2.6 mL, 23.2 mmol) was added drop wise and the reaction mixture was stirred at the same temperature for 1.5 h. HCl (1 M, 10 mL) was added and the reaction mixture extracted with EtO...